describe an organic reaction: reactants, conditions, products, and yield From a dataset of the Open Reaction Database (ORD), a public repository of structured organic reaction records. Starting materials: CC1(C(C2=C(C(=C(C=C2C1C)OC)Cl)Cl)=O)C (2,2,3-trimethyl-5-methoxy-6,7-dichloro-1-indanone), Cl.N1=CC=CC=C1 (pyridine hydrochloride). Yields the product CC1(C(C2=C(C(=C(C=C2C1C)O)Cl)Cl)=O)C (2,2,3-trimethyl-5-hydroxy-6,7-dichloro-1-indanone). Reaction SMILES: [CH3:1][C:2]1([CH3:17])[CH:10]([CH3:11])[C:9]2[C:4](=[C:5]([Cl:15])[C:6]([Cl:14])=[C:7]([O:12]C)[CH:8]=2)[C:3]1=[O:16].Cl.N1C=CC=CC=1>>[CH3:17][C:2]1([CH3:1])[CH:10]([CH3:11])[C:9]2[C:4](=[C:5]([Cl:15])[C:6]([Cl:14])=[C:7]([OH:12])[CH:8]=2)[C:3]1=[O:16] |f:1.2|. Procedure: By following the procedure described in Example 7, Step B, using as the reactants 2,2,3-trimethyl-5-methoxy-6,7-dichloro-1-indanone (10 g.) and pyridine hydrochloride (100 g.), there is obtained 2,2,3-trimethyl-5-hydroxy-6,7-dichloro-1-indanone. Reactants: Cc1ccccc1, CCOC(=O)N=NC(=O)OCC, C1CCOC1, Oc1ccccc1, N#Cc1ccc(N2CCC(O)C2)c2ccccc12, c1ccc(P(c2ccccc2)c2ccccc2)cc1. Product: N#Cc1ccc(N2CCC(Oc3ccccc3)C2)c2ccccc12. As a reaction SMILES: [CH3:57][c:58]1[cH:59][cH:60][cH:61][cH:62][cH:63]1.[O:45]=[C:46]([O:47][CH2:48][CH3:49])[N:50]=[N:51][C:52]([O:53][CH2:54][CH3:55])=[O:56].[O:64]1[CH2:65][CH2:66][CH2:67][CH2:68]1.[OH:19][c:20]1[cH:21][cH:22][cH:23][cH:24][cH:25]1.[OH:1][CH:2]1[CH2:3][N:4]([c:7]2[cH:8][cH:9][c:10]([C:17]#[N:18])[c:11]3[cH:12][cH:13][cH:14][cH:15][c:16]23)[CH2:5][CH2:6]1.[c:26]1([P:27]([c:28]2[cH:29][cH:30][cH:31][cH:32][cH:33]2)[c:34]2[cH:35][cH:36][cH:37][cH:38][cH:39]2)[cH:40][cH:41][cH:42][cH:43][cH:44]1>>[O:1]([CH:2]1[CH2:3][N:4]([c:7]2[cH:8][cH:9][c:10]([C:17]#[N:18])[c:11]3[cH:12][cH:13][cH:14][cH:15][c:16]23)[CH2:5][CH2:6]1)[c:20]1[cH:21][cH:22][cH:23][cH:24][cH:25]1. Starting materials: C(C)(C)(C)N=NC(C)(CC(C)C)N=C=S (2-t-butylazo-2-isothiocyanato-4-methylpentane), C(CCC)N (n-butylamine). Run in CCCCC (pentane). Conditions: temperature 30 celsius, time 3 hour. The product is C(C)(C)(C)N=NC(CC(C)C)(C)NC(=S)NCCCC (N-[1-(t-Butylazo)- 1,3-dimethylbutyl]-N'-butylthiourea). Yield: 100.0%. Reaction SMILES: [C:1]([N:5]=[N:6][C:7]([N:13]=[C:14]=[S:15])([CH2:9][CH:10]([CH3:12])[CH3:11])[CH3:8])([CH3:4])([CH3:3])[CH3:2].[CH2:16]([NH2:20])[CH2:17][CH2:18][CH3:19]>CCCCC>[C:1]([N:5]=[N:6][C:7]([NH:13][C:14]([NH:20][CH2:16][CH2:17][CH2:18][CH3:19])=[S:15])([CH3:8])[CH2:9][CH:10]([CH3:11])[CH3:12])([CH3:3])([CH3:2])[CH3:4]. Procedure details: To 22.65 grams (0.1 mole) of 2-t-butylazo-2-isothiocyanato-4-methylpentane stirred with a magnetic stirrer in a 125 ml erlenmeyer flask was slowly added 7.7 grams (0.105 mole) of n-butylamine. After the addition was complete, the reaction mixture was stirred for 3 hours at 30° C., dissolved in pentane, transferred to a round bottom flask and the pentane evaporated under reduced pressure. The residue was then stripped under high vacuum to remove any low boilers. The residue weighed 30 grams (100%... Starting materials: ClCCl, O=C(O)C(F)(F)F, CC(C)(C)OC(=O)N1Cc2nn3nccnc3c2C1. Yields the product c1cnn2nc3c(c2n1)CNC3. As a reaction SMILES: [Cl:27][CH2:28][Cl:29].[OH:20][C:21]([C:22]([F:23])([F:24])[F:25])=[O:26].[n:1]1[c:2]2[n:3]([n:4][cH:5][cH:6]1)[n:7][c:8]1[c:9]2[CH2:10][N:11]([C:13]([O:14][C:15]([CH3:16])([CH3:17])[CH3:18])=[O:19])[CH2:12]1>>[n:1]1[c:2]2[n:3]([n:4][cH:5][cH:6]1)[n:7][c:8]1[c:9]2[CH2:10][NH:11][CH2:12]1. Reported procedure: 3,N-(N,N-Dimethylaminopropyl)-1,N-ethylcarbodiimide hydrochloride (EDAC.HCl) (385 mg, 2.0 mmol) was added in one portion to a solution of 6-amino-4-(4-benzyloxyanilino)quinazoline (342 mg, 1.0 mmol), acrylic acid (144 mg, 2.0 mmol), and pyridine (163 mg, 2.06 mmol) in THF (10 mL) stirred under nitrogen at 0° C. After 4 hours at 0° C., tlc (10% MeOH/CHCl3) showed considerable SM, so the reaction mixture was stirred at 25° C. for 2 hours. The mixture was recooled to 0° C., and water (2 mL) was add... The solvent is O (water), CO.C(Cl)(Cl)Cl (MeOH CHCl3), C1CCOC1 (THF). Yields the product C(C1=CC=CC=C1)OC1=CC=C(NC2=NC=NC3=CC=C(C=C23)NC(C=C)=O)C=C1 (N-(4-[4-benzyloxyanilino]-quinazolin-6-yl)acrylamide). As a reaction SMILES: CCN=C=NCCCN(C)C.Cl.[NH2:13][C:14]1[CH:15]=[C:16]2[C:21](=[CH:22][CH:23]=1)[N:20]=[CH:19][N:18]=[C:17]2[NH:24][C:25]1[CH:30]=[CH:29][C:28]([O:31][CH2:32][C:33]2[CH:38]=[CH:37][CH:36]=[CH:35][CH:34]=2)=[CH:27][CH:26]=1.[C:39](O)(=[O:42])[CH:40]=[CH2:41].N1C=CC=CC=1.C([O-])([O-])=O.[Na+].[Na+]>C1COCC1.O.CO.C(Cl)(Cl)Cl>[CH2:32]([O:31][C:28]1[CH:27]=[CH:26][C:25]([NH:24][C:17]2[C:16]3[C:21](=[CH:22][CH:23]=[C:14]([NH:13][C:39](=[O:42])[CH:40]=[CH2:41])[CH:15]=3)[N:20]=[CH:19][N:18]=2)=[CH:30][CH:29]=1)[C:33]1[CH:34]=[CH:35][CH:36]=[CH:37][CH:38]=1 |f:0.1,5.6.7,10.11|. Conditions: temperature 0 celsius, time 4 hour. Reactants: C(=O)([O-])[O-].[Na+].[Na+] (Na2CO3), ice water, CCN=C=NCCCN(C)C.Cl (EDAC.HCl), NC=1C=C2C(=NC=NC2=CC1)NC1=CC=C(C=C1)OCC1=CC=CC=C1 (6-amino-4-(4-benzyloxyanilino)quinazoline), C(C=C)(=O)O (acrylic acid), N1=CC=CC=C1 (pyridine). Isolated yield 38.3%. The reactants are 40, C1(=CC=CC=C1)CO[C@@H]1CNCC[C@@H]1NC(C1=CC=CC=C1)=O (cis-N-[3-(phenylmethoxy)-4-piperidinyl]benzamide), O1CCCC1 (tetrahydrofuran), [OH-].[Na+] (sodium hydroxide), 15.4, C(OCC)(=O)Cl (ethyl carbonochloridate), O1CCCC1 (tetrahydrofuran). Solvent: ClCCl (Dichloromethane). Conditions: time 3 hour. Product: 30.2, C(C1=CC=CC=C1)(=O)N[C@@H]1[C@@H](CN(CC1)C(=O)OCC)OCC1=CC=CC=C1 (cis-ethyl 4-(benzoylamino)-3-(phenylmethoxy)-1-piperidinecarboxylate). RXN SMILES: [C:1]1([CH2:7][O:8][C@H:9]2[C@@H:14]([NH:15][C:16](=[O:23])[C:17]3[CH:22]=[CH:21][CH:20]=[CH:19][CH:18]=3)[CH2:13][CH2:12][NH:11][CH2:10]2)[CH:6]=[CH:5][CH:4]=[CH:3][CH:2]=1.O1CCCC1.[OH-].[Na+].[C:31](Cl)(=[O:35])[O:32][CH2:33][CH3:34]>ClCCl>[C:16]([NH:15][C@H:14]1[CH2:13][CH2:12][N:11]([C:31]([O:32][CH2:33][CH3:34])=[O:35])[CH2:10][C@H:9]1[O:8][CH2:7][C:1]1[CH:2]=[CH:3][CH:4]=[CH:5][CH:6]=1)(=[O:23])[C:17]1[CH:18]=[CH:19][CH:20]=[CH:21][CH:22]=1 |f:2.3|. Reported procedure: To a stirred solution of 40 parts of cis-N-[3-(phenylmethoxy)-4-piperidinyl]benzamide in 153 parts of tetrahydrofuran were added 323 parts of a sodium hydroxide solution 1N. Then there was added dropwise a solution of 15.4 parts of ethyl carbonochloridate in 58 parts of tetrahydrofuran at a temperature below 5° C. Upon completion, stirring was continued for 3 hours while cooling in an ice-bath (temp. below 5° C.). Dichloromethane was added and the layers were separated. The aqueous phase was ext... The reactants are triethyl phosphonoacetate, CC(C)([O-])C.[K+] (potassium tert-butoxide), C1CCOC1 (THF), C1(CC1)COCC1=C(C(=C2C(=N1)N(N=C2)CC)C=2C=NC=C(C2)C)C=O (6-[(cyclopropylmethoxy)methyl]-1-ethyl-4-(5-methyl-3-pyridyl)-1H-pyrazolo[3,4-b]pyridine-5-carbaldehyde), C1CCOC1 (THF). Run in O (water). Reaction conditions: time 30 minute. Product: C1(CC1)COCC1=C(C(=C2C(=N1)N(N=C2)CC)C=2C=NC=C(C2)C)/C=C/C(=O)OCC (ethyl (2E)-3-[6-[(cyclopropylmethoxy)methyl]-1-ethyl-4-(5-methyl-3-pyridyl)-1H-pyrazolo[3,4-b]pyridin-5-yl]acrylate). Reaction SMILES: C[C:2]([CH3:5])([O-:4])C.[K+].[CH:7]1([CH2:10][O:11][CH2:12][C:13]2[N:18]=[C:17]3[N:19]([CH2:22][CH3:23])[N:20]=[CH:21][C:16]3=[C:15]([C:24]3[CH:25]=[N:26][CH:27]=[C:28]([CH3:30])[CH:29]=3)[C:14]=2[CH:31]=O)[CH2:9][CH2:8]1.C1C[O:36][CH2:35][CH2:34]1>O>[CH:7]1([CH2:10][O:11][CH2:12][C:13]2[N:18]=[C:17]3[N:19]([CH2:22][CH3:23])[N:20]=[CH:21][C:16]3=[C:15]([C:24]3[CH:25]=[N:26][CH:27]=[C:28]([CH3:30])[CH:29]=3)[C:14]=2/[CH:31]=[CH:34]/[C:35]([O:4][CH2:2][CH3:5])=[O:36])[CH2:8][CH2:9]1 |f:0.1|. Procedure details: To a solution of triethyl phosphonoacetate (219 mg) in THF (2 ml) was added potassium tert-butoxide (103 mg) at 0° C. and the mixture was stirred at room temperature for 30 minutes. A solution of 6-[(cyclopropylmethoxy)methyl]-1-ethyl-4-(5-methyl-3-pyridyl)-1H-pyrazolo[3,4-b]pyridine-5-carbaldehyde (190 mg) in THF (4 ml) was added at 0° C. and the mixture was stirred at room temperature for 1 hour. The reaction mixture was diluted with water and extracted with EtOAc. The organic layer was washed... Reactants: OCCBr, Nc1cccc(I)c1, [Na+], O=C([O-])O, O. Product: OCCNc1cccc(I)c1. Reaction SMILES: [Br:9][CH2:10][CH2:11][OH:12].[I:1][c:2]1[cH:3][c:4]([NH2:5])[cH:6][cH:7][cH:8]1.[Na+:17].[O-:13][C:14]([OH:15])=[O:16].[OH2:18]>>[I:1][c:2]1[cH:3][c:4]([NH:5][CH2:10][CH2:11][OH:12])[cH:6][cH:7][cH:8]1.